The task is: describe an organic reaction: reactants, conditions, products, and yield. This data is from the Open Reaction Database (ORD), a public repository of structured organic reaction records. The reactants are C12(CC3CC(CC(C1)C3)C2)C=2C(=CC3=CC=C(C=C3C2)Br)O (3-(1-adamantyl)-6-bromo-2-naphthol), BrCCCCCCC (1-bromoheptane). Yields the product C12(CC3CC(CC(C1)C3)C2)C2=C(C=C3C=CC(=CC3=C2)Br)OCCCCCCC (7-(1-adamantyl)-6-heptyloxy-2-bromonaphthalene). Isolated yield 78.6%. As a reaction SMILES: [C:1]12([C:11]3[C:12]([OH:22])=[CH:13][C:14]4[C:19]([CH:20]=3)=[CH:18][C:17]([Br:21])=[CH:16][CH:15]=4)[CH2:10][CH:5]3[CH2:6][CH:7]([CH2:9][CH:3]([CH2:4]3)[CH2:2]1)[CH2:8]2.Br[CH2:24][CH2:25][CH2:26][CH2:27][CH2:28][CH2:29][CH3:30]>>[C:1]12([C:11]3[CH:20]=[C:19]4[C:14]([CH:15]=[CH:16][C:17]([Br:21])=[CH:18]4)=[CH:13][C:12]=3[O:22][CH2:24][CH2:25][CH2:26][CH2:27][CH2:28][CH2:29][CH3:30])[CH2:8][CH:7]3[CH2:9][CH:3]([CH2:4][CH:5]([CH2:6]3)[CH2:10]1)[CH2:2]2. Reported procedure: Following the procedure of Example 8(b), but reacting 3.4 g (9.5 mmol) of 3-(1-adamantyl)-6-bromo-2-naphthol with 2.05 g (11.4 mmol) of 1-bromoheptane, 3.4 g (79%) of 7-(1-adamantyl)-6-heptyloxy-2-bromonaphthalene were obtained. The reactants are C(C)(C)[C@@H]1CC[C@H](CC1)NC1=NN=C(C2=CC=CC=C12)CC=1C=NC(=CC1)OC (trans 1-(4-isopropyl-cyclohexylamino)-4-[6-methoxy-(pyridin-3-yl)-methyl]-phthalazine), C(=O)(O)[O-].[Na+] (NaHCO3), O (water), CCOC(=O)C (EtOAc). Run in C(Cl)(Cl)Cl (chloroform), CO (methanol). Reaction conditions: temperature 60 celsius, time 16 hour. The product is C(C)(C)[C@@H]1CC[C@H](CC1)NC1=NN=C(C2=CC=CC=C12)CC=1C=NC(=CC1)O (trans 1-(4-Isopropyl-cyclohexylamino)-4-[6-hydroxy-(pyridin-3-yl)-methyl]-phthalazine). As a reaction SMILES: [CH:1]([C@H:4]1[CH2:9][CH2:8][C@H:7]([NH:10][C:11]2[C:20]3[C:15](=[CH:16][CH:17]=[CH:18][CH:19]=3)[C:14]([CH2:21][C:22]3[CH:23]=[N:24][C:25]([O:28]C)=[CH:26][CH:27]=3)=[N:13][N:12]=2)[CH2:6][CH2:5]1)([CH3:3])[CH3:2].C([O-])(O)=O.[Na+].O.CCOC(C)=O>C(Cl)(Cl)Cl.CO>[CH:1]([C@H:4]1[CH2:5][CH2:6][C@H:7]([NH:10][C:11]2[C:20]3[C:15](=[CH:16][CH:17]=[CH:18][CH:19]=3)[C:14]([CH2:21][C:22]3[CH:23]=[N:24][C:25]([OH:28])=[CH:26][CH:27]=3)=[N:13][N:12]=2)[CH2:8][CH2:9]1)([CH3:3])[CH3:2] |f:1.2|. Procedure: Under N2 atmosphere, 0.35 ml (2.6 mMol) of Me3Sil are added to 500 mg (1.3 mMol) of trans 1-(4-isopropyl-cyclohexylamino)-4-[6-methoxy-(pyridin-3-yl)-methyl]-phthalazine in 15 ml of chloroform, followed by stirring for 16 h at 60° C. After cooling to RT, 15 ml of sat. NaHCO3 solution, 10 ml of water, EtOAc and a small amount of methanol are added, followed by agitation. From the resulting solution, the aqueous phase is removed and extracted twice with EtOAc. The organic phases are washed with wa... The reactants are NC=1SC[C@@]2(C3=CC(=CC=C3OC=3C(=CC(=CC23)O)F)Br)N1 ((S)-2-amino-7′-bromo-4′-fluoro-5H-spiro[thiazole-4,9′-xanthen]-2′-ol), FC1=NC=CC=C1B(O)O (2-fluoropyridin-3-ylboronic acid), Cl.FC1(CCNCC1)F (4,4-difluoropiperidine hydrochloride). The product is FC1(CCN(CC1)C1=CC=2[C@]3(C4=CC(=CC=C4OC2C(=C1)F)C=1C(=NC=CC1)F)N=C(SC3)N)F ((S)-2′-(4,4-difluoropiperidin-1-yl)-4′-fluoro-7′-(2-fluoropyridin-3-yl)-5H-spiro[thiazole-4,9′-xanthen]-2-amine). As a reaction SMILES: [NH2:1][C:2]1[S:3][CH2:4][C@@:5]2([N:22]=1)[C:18]1[CH:17]=[C:16](O)[CH:15]=[C:14]([F:20])[C:13]=1[O:12][C:11]1[C:6]2=[CH:7][C:8](Br)=[CH:9][CH:10]=1.[F:23][C:24]1[C:29](B(O)O)=[CH:28][CH:27]=[CH:26][N:25]=1.Cl.[F:34][C:35]1([F:41])[CH2:40][CH2:39][NH:38][CH2:37][CH2:36]1>>[F:34][C:35]1([F:41])[CH2:40][CH2:39][N:38]([C:16]2[CH:15]=[C:14]([F:20])[C:13]3[O:12][C:11]4[C:6](=[CH:7][C:8]([C:29]5[C:24]([F:23])=[N:25][CH:26]=[CH:27][CH:28]=5)=[CH:9][CH:10]=4)[C@@:5]4([CH2:4][S:3][C:2]([NH2:1])=[N:22]4)[C:18]=3[CH:17]=2)[CH2:37][CH2:36]1 |f:2.3|. Procedure details: The titled compound was synthesized by stpes analogous to those described in method AA20 above, but using (S)-2-amino-7′-bromo-4′-fluoro-5H-spiro[thiazole-4,9′-xanthen]-2′-ol (prepared as described in Method BB26 and Example 2 but using 7-bromo-4-fluoro-2-methoxy-9H-xanthen-9-one), 2-fluoropyridin-3-ylboronic acid and 4,4-difluoropiperidine hydrochloride. MS m/z=501.0.0 [M+H]+. Reactants: C1COCCN1, CCCOc1ccc(C=CC(=O)O)cc1-c1nc2c(c(C)nn2CCC)c(=O)[nH]1, CN1CCOCC1, CCN=C=NCCCN(C)C, ClCCl, Cl, O, On1nnc2ccccc21. Product: CCCOc1ccc(C=CC(=O)N2CCOCC2)cc1-c1nc2c(c(C)nn2CCC)c(=O)[nH]1. Reaction SMILES: [CH2:30]1[CH2:31][O:32][CH2:33][CH2:34][NH:35]1.[CH3:1][c:2]1[n:3][n:4]([CH2:27][CH2:28][CH3:29])[c:5]2[n:6][c:7](-[c:12]3[cH:13][c:14]([CH:15]=[CH:16][C:17](=[O:18])[OH:19])[cH:20][cH:21][c:22]3[O:23][CH2:24][CH2:25][CH3:26])[nH:8][c:9](=[O:11])[c:10]12.[CH3:36][N:37]1[CH2:38][CH2:39][O:40][CH2:41][CH2:42]1.[CH3:55][N:56]([CH3:57])[CH2:58][CH2:59][CH2:60][N:61]=[C:62]=[N:63][CH2:64][CH3:65].[Cl:66][CH2:67][Cl:68].[ClH:54].[OH2:43].[OH:44][n:45]1[c:46]2[cH:47][cH:48][cH:49][cH:50][c:51]2[n:52][n:53]1>>[CH3:1][c:2]1[n:3][n:4]([CH2:27][CH2:28][CH3:29])[c:5]2[n:6][c:7](-[c:12]3[cH:13][c:14]([CH:15]=[CH:16][C:17](=[O:18])[N:35]4[CH2:30][CH2:31][O:32][CH2:33][CH2:34]4)[cH:20][cH:21][c:22]3[O:23][CH2:24][CH2:25][CH3:26])[nH:8][c:9](=[O:11])[c:10]12. The yield is 43.0%. Run at time 1 hour. The reactants are COC1=C(C(=O)O)C=CC(=C1)NC(CC(C)C)C1=C(OC(=C1)C1=CC=CC=C1)C (2-methoxy-4-{[3-methyl-1-(2-methyl-5-phenylfuran-3-yl)butyl]amino}benzoic acid), CNCCC(=O)OCC (ethyl 3-(methylamino)propanoate), Cl.C(C)N=C=NCCCN(C)C (1-ethyl-3-(3-dimethylaminopropyl)carbodiimide hydrochloride), O.OC1=CC=CC=2NN=NC21 (hydroxybenzotriazole monohydrate). RXN SMILES: [CH3:1][O:2][C:3]1[CH:11]=[C:10]([NH:12][CH:13]([C:18]2[CH:22]=[C:21]([C:23]3[CH:28]=[CH:27][CH:26]=[CH:25][CH:24]=3)[O:20][C:19]=2[CH3:29])[CH2:14][CH:15]([CH3:17])[CH3:16])[CH:9]=[CH:8][C:4]=1C(O)=O.[CH3:30][NH:31][CH2:32][CH2:33][C:34]([O:36]CC)=[O:35].Cl.C(N=C=NCCCN(C)C)C.O.[OH:52][C:53]1C2N=NNC=2C=CC=1>CN(C)C=O.C(OCC)(=O)C.C(N(CC)CC)C>[CH3:1][O:2][C:3]1[CH:11]=[C:10]([NH:12][CH:13]([C:18]2[CH:22]=[C:21]([C:23]3[CH:28]=[CH:27][CH:26]=[CH:25][CH:24]=3)[O:20][C:19]=2[CH3:29])[CH2:14][CH:15]([CH3:16])[CH3:17])[CH:9]=[CH:8][C:4]=1[C:53]([N:31]([CH3:30])[CH2:32][CH2:33][C:34]([OH:36])=[O:35])=[O:52] |f:2.3,4.5|. Product: COC1=C(C=CC(=C1)NC(CC(C)C)C1=C(OC(=C1)C1=CC=CC=C1)C)C(=O)N(CCC(=O)O)C (3-{[(2-methoxy-4-{[3-methyl-1-(2-methyl-5-phenylfuran-3-yl)butyl]amino}phenyl)carbonyl](methyl)amino}propanoic acid). Run in C(C)(=O)OCC (Ethyl acetate), CN(C=O)C (N,N-dimethylformamide), C(C)N(CC)CC (triethylamine). Reported procedure: A solution of 2-methoxy-4-{[3-methyl-1-(2-methyl-5-phenylfuran-3-yl)butyl]amino}benzoic acid (197 mg), ethyl 3-(methylamino)propanoate (79 mg), 1-ethyl-3-(3-dimethylaminopropyl)carbodiimide hydrochloride (115 mg), hydroxybenzotriazole monohydrate (92 mg) and triethylamine (84 μL) in N,N-dimethylformamide (10 mL) was stirred at room temperature for 4 hr. Ethyl acetate was added, the mixture was washed with saturated aqueous sodium hydrogen carbonate solution and water, and the organic layer was d...